From a dataset of the Open Reaction Database (ORD), a public repository of structured organic reaction records. describe an organic reaction: reactants, conditions, products, and yield As a reaction SMILES: CN(C)C=O.[NH2:6][C:7]1[N:12]=[C:11]([N:13]2[C:22]3[C:17](=[CH:18][C:19]([F:25])=[C:20](F)[C:21]=3[Br:23])[C:16](=[O:26])[C:15]([C:27]([OH:29])=[O:28])=[CH:14]2)[CH:10]=[CH:9][C:8]=1[F:30].Cl.Cl.[CH3:33][NH:34][CH:35]1[CH2:38][NH:37][CH2:36]1.CN1CCCC1>C(O)C>[NH2:6][C:7]1[N:12]=[C:11]([N:13]2[C:22]3[C:17](=[CH:18][C:19]([F:25])=[C:20]([N:37]4[CH2:38][CH:35]([NH:34][CH3:33])[CH2:36]4)[C:21]=3[Br:23])[C:16](=[O:26])[C:15]([C:27]([OH:29])=[O:28])=[CH:14]2)[CH:10]=[CH:9][C:8]=1[F:30] |f:2.3.4|. Run in C(C)O (ethanol). Yields the product NC1=C(C=CC(=N1)N1C=C(C(C2=CC(=C(C(=C12)Br)N1CC(C1)NC)F)=O)C(=O)O)F (1-(6-amino-5-fluoropyridine-2-yl)-8-bromo-6-fluoro-7-(3-methylaminoazetidine-1-yl)-4-oxo-1,4-dihydroquinoline-3-carboxylic acid). Isolated yield 71.1%. Reactants: CN(C=O)C (N,N-dimethylformamide), NC1=C(C=CC(=N1)N1C=C(C(C2=CC(=C(C(=C12)Br)F)F)=O)C(=O)O)F (1-(6-amino-5-fluoropyridine-2-yl)-8-bromo-6,7-difluoro-4-oxo-1,4-dihydroquinoline-3-carboxylic acid), Cl.Cl.CNC1CNC1 (3-methylaminoazetidine dihydrochloride), CN1CCCC1 (N-methylpyrrolidine). Reported procedure: To 250 mg of N,N-dimethylformamide were added 80 mg of 1-(6-amino-5-fluoropyridine-2-yl)-8-bromo-6,7-difluoro-4-oxo-1,4-dihydroquinoline-3-carboxylic acid, 80 mg of 3-methylaminoazetidine dihydrochloride, and 200 mg of N-methylpyrrolidine, and the mixture was stirred at 85° C. for 10 minutes. After adding 0.5 ml of ethanol, the solution was allowed to cool, and the precipitate was collected by filtration and washed with ethanol and diisopropylether successively to obtain 66 mg of the title compo... Reaction conditions: temperature 85 celsius, time 10 minute. The reactants are N1C(=CC=C1)C=O (pyrrole 2-carboxaldehyde), [H-].[Na+] (sodium hydride), COC1=CC(=C(CBr)C=C1OC)[N+](=O)[O-] (4,5-dimethoxy-2-nitrobenzyl bromide). Solvent: C(C)(=O)OCC (ethyl acetate), CN(C=O)C (N,N-dimethyl formamide). Run at temperature 0 celsius, time 30 minute. The product is COC1=CC(=C(C=C1OC)CN1C(=CC=C1)C=O)[N+](=O)[O-] (1-[(4,5-Dimethoxy-2-nitrophenyl)methyl]-1H-pyrrole-2-carboxaldehyde). Yield: 94.6%. Reaction SMILES: [H-].[Na+].[NH:3]1[CH:7]=[CH:6][CH:5]=[C:4]1[CH:8]=[O:9].[CH3:10][O:11][C:12]1[C:19]([O:20][CH3:21])=[CH:18][C:15]([CH2:16]Br)=[C:14]([N+:22]([O-:24])=[O:23])[CH:13]=1>CN(C)C=O.C(OCC)(=O)C>[CH3:10][O:11][C:12]1[C:19]([O:20][CH3:21])=[CH:18][C:15]([CH2:16][N:3]2[CH:7]=[CH:6][CH:5]=[C:4]2[CH:8]=[O:9])=[C:14]([N+:22]([O-:24])=[O:23])[CH:13]=1 |f:0.1|. Procedure details: To a suspension of sodium hydride (0.724 g, 60% suspension in oil) in N,N-dimethyl formamide (50 mL) was added pyrrole 2-carboxaldehyde (1.7 g, 18.1 mmol) and the reaction mixture was stirred for 30 minutes. It was then cooled to 0° C. and 4,5-dimethoxy-2-nitrobenzyl bromide (5.0 g, 1 equiv) was added dropwise over 20 minutes. After the addition, the reaction mixture was stirred at room temperature for 3 hours. It was then diluted with ethyl acetate (450 mL), washed with water, dried over anhydr... Starting materials: [OH-].[K+] (potassium hydroxide), steel, ClC1=C(C=O)C=CC(=C1)Cl (2,4-dichlorobenzaldehyde), CC1C(CCCC1)=O (2-methylcyclohexanone). The solvent is O (water). Run at temperature 150 celsius, time 10 hour. Product: CC1C(C(CCC1)=CC1=C(C=C(C=C1)Cl)Cl)=O (2-methyl-6-(2,4-dichlorobenzylidene)-cyclohexanone). Isolated yield 86.0%. RXN SMILES: [OH-].[K+].[Cl:3][C:4]1[CH:11]=[C:10]([Cl:12])[CH:9]=[CH:8][C:5]=1[CH:6]=O.[CH3:13][CH:14]1[CH2:19][CH2:18][CH2:17][CH2:16][C:15]1=[O:20]>O>[CH3:13][CH:14]1[CH2:19][CH2:18][CH2:17][C:16](=[CH:6][C:5]2[CH:8]=[CH:9][C:10]([Cl:12])=[CH:11][C:4]=2[Cl:3])[C:15]1=[O:20] |f:0.1|. Procedure: A solution of 1.5 g of 85% strength aqueous potassium hydroxide solution in 135 ml of water was charged to a 0.31 stainless-steel autoclave, and then 47.5 g of 2,4-dichlorobenzaldehyde and 30.5 g of 2-methylcyclohexanone were added, and the mixture was subsequently heated to 150° C. under the intrinsic pressure (to 3.8 bar). Stirring was subsequently carried out at this temperature for 10 hours. After cooling to room temperature, the suspension was filtered with suction and the solid product was... Yield: 81.4%. The product is OC(C1=CC=CC=C1)C1(CC1)CO (1-(1-hydroxy-1-phenylmethyl)-1-hydroxymethylcyclopropane). Starting materials: C(C1=CC=CC=C1)(=O)C1(CC1)C(=O)OCC (ethyl 1-benzoylcyclopropanecarboxylate), [H-].[Al+3].[Li+].[H-].[H-].[H-] (lithium aluminum hydride), [OH-].[Na+] (sodium hydroxide), C(O)([O-])=O.[Na+] (sodium hydrogen carbonate). Reaction SMILES: [H-].[Al+3].[Li+].[H-].[H-].[H-].[C:7]([C:15]1([C:18](OCC)=[O:19])[CH2:17][CH2:16]1)(=[O:14])[C:8]1[CH:13]=[CH:12][CH:11]=[CH:10][CH:9]=1.C(=O)([O-])O.[Na+].[OH-].[Na+]>CCOCC>[OH:14][CH:7]([C:15]1([CH2:18][OH:19])[CH2:17][CH2:16]1)[C:8]1[CH:13]=[CH:12][CH:11]=[CH:10][CH:9]=1 |f:0.1.2.3.4.5,7.8,9.10|. Reported procedure: Under a nitrogen stream, lithium aluminum hydride (4.55 g, 0.12 mol) was suspended in dehydrated ether (120 ml) and a solution (50 ml) of ethyl 1-benzoylcyclopropanecarboxylate (21.83 g, 0.1 mol) in dehydrated ether was added dropwise over 50 min while stirring under ice-cooling. The mixture was stirred at room temperature for 1.5 h, and 10% aqueous sodium hydrogen carbonate (15 ml) was slowly added dropwise under ice-cooling. Then 20% aqueous sodium hydroxide (30 ml) was added dropwise, and the... Run in CCOCC (ether), CCOCC (ether).